Dataset: the Open Reaction Database (ORD), a public repository of structured organic reaction records. Task: describe an organic reaction: reactants, conditions, products, and yield Reactants: S1C=NC=C1C1=CC=C(C=C1)CN(C[C@@H]([C@H](CC1=CC=CC=C1)NC([C@@H](NC(=O)OC)C(C)(C)C)=O)O)N (1-[4-(thiazol-5-yl)-phenyl]-4(S)-hydroxy-2-amino-5(S)-N-(N-methoxycarbonyl-(L)-tert-leucyl)amino-6-phenyl-2-azahexane), CN1CCOCC1 (NMM), C(C)OC(=O)N[C@@H](C(C)C)C(=O)O (N-ethoxycarbonyl-(L)-valine), [B-](F)(F)(F)F.CN(C)C(=[N+](C)C)ON1C=CC=CC1=O (TPTU). Solvent: CN(C)C=O (DMF), CN(C)C=O (DMF). Run at time 8 hour. Product: S1C=NC=C1C1=CC=C(C=C1)CN(C[C@@H]([C@H](CC1=CC=CC=C1)NC([C@@H](NC(=O)OC)C(C)(C)C)=O)O)NC([C@@H](NC(=O)OCC)C(C)C)=O (1-[4-(Thiazol-5-yl)-phenyl]-4(S)-hvdroxy-2-N-(N-ethoxycarbonyl-(L)-valyl)amino-5(S)-N-(N-methoxycarbonyl-(L)-tert-leucyl)amino-6-phenyl-2-azahexane). As a reaction SMILES: [S:1]1[C:5]([C:6]2[CH:11]=[CH:10][C:9]([CH2:12][N:13]([NH2:38])[CH2:14][C@H:15]([OH:37])[C@@H:16]([NH:24][C:25](=[O:36])[C@H:26]([C:32]([CH3:35])([CH3:34])[CH3:33])[NH:27][C:28]([O:30][CH3:31])=[O:29])[CH2:17][C:18]3[CH:23]=[CH:22][CH:21]=[CH:20][CH:19]=3)=[CH:8][CH:7]=2)=[CH:4][N:3]=[CH:2]1.CN1CCOCC1.[CH2:46]([O:48][C:49]([NH:51][C@H:52]([C:56](O)=[O:57])[CH:53]([CH3:55])[CH3:54])=[O:50])[CH3:47].[B-](F)(F)(F)F.CN(C(ON1C(=O)C=CC=C1)=[N+](C)C)C>CN(C=O)C>[S:1]1[C:5]([C:6]2[CH:7]=[CH:8][C:9]([CH2:12][N:13]([NH:38][C:56](=[O:57])[C@H:52]([CH:53]([CH3:55])[CH3:54])[NH:51][C:49]([O:48][CH2:46][CH3:47])=[O:50])[CH2:14][C@H:15]([OH:37])[C@@H:16]([NH:24][C:25](=[O:36])[C@H:26]([C:32]([CH3:34])([CH3:35])[CH3:33])[NH:27][C:28]([O:30][CH3:31])=[O:29])[CH2:17][C:18]3[CH:23]=[CH:22][CH:21]=[CH:20][CH:19]=3)=[CH:10][CH:11]=2)=[CH:4][N:3]=[CH:2]1 |f:3.4|. Procedure: Under an argon atmosphere, 344 mg of 1-[4-(thiazol-5-yl)-phenyl]-4(S)-hydroxy-2-amino-5(S)-N-(N-methoxycarbonyl-(L)-tert-leucyl)amino-6-phenyl-2-azahexane (Example 2d) and 191 μl (1.74 mmol) of NMM in 5.6 ml of DMF are added to 132 mg (0.7 mmol) of N-ethoxycarbonyl-(L)-valine (EP 0 604 368, Example 9a) and 173 mg (0.58 mmol) of TPTU in 2.9 ml of DMF, and the mixture is stirred at room temperature overnight and worked up analogously to Example 3, yielding the title compound: TLC: Rf =0.45 (methyl... The reactants are C(C)(=O)NC1=C2C=CC(=C(C2=CC=C1)OC(C)=O)S(=O)(=O)[O-].[Na+] (sodium 5-acetamido-1-acetoxynaphthalene-2-sulfonate), P(=O)(Cl)(Cl)Cl (phosphoryl chloride), resinous yellow product. The solvent is CN(C=O)C (dimethylformamide). Conditions: time 1 hour. Yields the product C(C)(=O)NC1=C2C=CC(=C(C2=CC=C1)OC(C)=O)S(=O)(=O)Cl (5-acetamido-1-acetoxynaphthalene-2-sulfonyl chloride). RXN SMILES: [C:1]([NH:4][C:5]1[CH:14]=[CH:13][CH:12]=[C:11]2[C:6]=1[CH:7]=[CH:8][C:9]([S:19]([O-:22])(=O)=[O:20])=[C:10]2[O:15][C:16](=[O:18])[CH3:17])(=[O:3])[CH3:2].[Na+].P(Cl)(Cl)([Cl:26])=O>CN(C)C=O>[C:1]([NH:4][C:5]1[CH:14]=[CH:13][CH:12]=[C:11]2[C:6]=1[CH:7]=[CH:8][C:9]([S:19]([Cl:26])(=[O:22])=[O:20])=[C:10]2[O:15][C:16](=[O:18])[CH3:17])(=[O:3])[CH3:2] |f:0.1|. Reported procedure: The 5-acetamido-1-acetoxynaphthalene-2-sulfonyl chloride was prepared by dropwise treatment of a suspension of dry sodium 5-acetamido-1-acetoxynaphthalene-2-sulfonate in 100 ml. phosphoryl chloride with 5.5 ml. dry dimethylformamide in a nitrogen atmosphere. The reaction mixture was stirred 1 hour and then poured over 600 ml. of crushed ice. The crude product was filtered and dissolved immediately in 500 ml. chloroform. The solution was treated with activated charcoal and dried over anhydrous ma... Starting materials: C1CCOC1, Cn1cncc1C(O)(c1ccc(Cl)cc1)c1ccc2nc(NC(=O)c3ccco3)cc(-c3cccc(Cl)c3)c2c1, O=C=Nc1ccccc1, O. The product is Cn1cncc1C(O)(c1ccc(Cl)cc1)c1ccc2nc(NC(=O)Nc3ccccc3)cc(-c3cccc(Cl)c3)c2c1. As a reaction SMILES: [CH2:51]1[O:52][CH2:53][CH2:54][CH2:55]1.[Cl:1][c:2]1[cH:3][c:4](-[c:8]2[cH:9][c:10]([NH:33][C:34](=[O:35])[c:36]3[o:37][cH:38][cH:39][cH:40]3)[n:11][c:12]3[cH:13][cH:14][c:15]([C:18]([c:19]4[cH:20][n:21][cH:22][n:23]4[CH3:24])([OH:25])[c:26]4[cH:27][cH:28][c:29]([Cl:32])[cH:30][cH:31]4)[cH:16][c:17]23)[cH:5][cH:6][cH:7]1.[N:41](=[C:42]=[O:43])[c:44]1[cH:45][cH:46][cH:47][cH:48][cH:49]1.[OH2:50]>>[Cl:1][c:2]1[cH:3][c:4](-[c:8]2[cH:9][c:10]([NH:33][C:34](=[O:35])[NH:41][c:44]3[cH:45][cH:46][cH:47][cH:48][cH:49]3)[n:11][c:12]3[cH:13][cH:14][c:15]([C:18]([c:19]4[cH:20][n:21][cH:22][n:23]4[CH3:24])([OH:25])[c:26]4[cH:27][cH:28][c:29]([Cl:32])[cH:30][cH:31]4)[cH:16][c:17]23)[cH:5][cH:6][cH:7]1. The reactants are CCc1ccc(S(=O)(=O)Cl)cc1, Nc1ccc(Cl)cc1, O, c1ccncc1. The product is CCc1ccc(S(=O)(=O)Nc2ccc(Cl)cc2)cc1. RXN SMILES: [CH2:1]([CH3:2])[c:3]1[cH:4][cH:5][c:6]([S:9](=[O:10])(=[O:11])[Cl:12])[cH:7][cH:8]1.[NH2:13][c:14]1[cH:15][cH:16][c:17]([Cl:18])[cH:19][cH:20]1.[OH2:21].[cH:22]1[cH:23][cH:24][n:25][cH:26][cH:27]1>>[CH2:1]([CH3:2])[c:3]1[cH:4][cH:5][c:6]([S:9](=[O:10])(=[O:11])[NH:13][c:14]2[cH:15][cH:16][c:17]([Cl:18])[cH:19][cH:20]2)[cH:7][cH:8]1. Reactants: N1N=CC=C1 (pyrazole), Cl.CNN (methylhydrazine hydrochloride), NC1=CC(=NN1C(=O)OC(C)(C)C)C(=O)OC (5-Amino-1-tert-butoxycarbonyl-3-methoxycarbonylpyrazole), C(C)OC(=O)C1=NN(C(=C1C)N)C (5-amino-1,4-dimethyl-1H-pyrazole-3-carboxylic acid ethyl ester), C(C)OC(C(C(C)C#N)=O)=O (3-cyano-3-methyl-2-oxopropanoic acid ethyl ester), N1(CCC(CC1)CCN)C1=CC=NC=C1 (2-(3,4,5,6-tetrahydro-2H-[1,4′]bipyridin-4-yl)ethylamine). Yields the product N1(CCC(CC1)CCNC(=O)C1=NN(C(=C1C)NC(C1=C(C=CC=C1)Cl)=O)C)C1=CC=NC=C1 (4-methyl-5-(2-chloro-benzoylamino)-1-methyl-pyrazole-3-carboxylic acid [2-(3,4,5,6-tetrahydro-2H-[1,4′]bipyridin-4-yl)-ethyl]amide). Reaction SMILES: N1[CH:5]=[CH:4][CH:3]=N1.C(O[C:9]([C:11]1[C:15]([CH3:16])=[C:14]([NH2:17])[N:13]([CH3:18])[N:12]=1)=[O:10])C.C(OC(=O)[C:23](=[O:28])[CH:24]([C:26]#N)[CH3:25])C.[ClH:30].CNN.NC1N(C(OC(C)(C)C)=O)N=C(C(OC)=O)C=1.[N:51]1([C:60]2[CH:65]=[CH:64][N:63]=[CH:62][CH:61]=2)[CH2:56][CH2:55][CH:54]([CH2:57][CH2:58][NH2:59])[CH2:53][CH2:52]1>>[N:51]1([C:60]2[CH:65]=[CH:64][N:63]=[CH:62][CH:61]=2)[CH2:56][CH2:55][CH:54]([CH2:57][CH2:58][NH:59][C:9]([C:11]2[C:15]([CH3:16])=[C:14]([NH:17][C:23](=[O:28])[C:24]3[CH:26]=[CH:5][CH:4]=[CH:3][C:25]=3[Cl:30])[N:13]([CH3:18])[N:12]=2)=[O:10])[CH2:53][CH2:52]1 |f:3.4|. Reported procedure: The pyrazole acid, prepared as described in Procedure 8 using 5-amino-1,4-dimethyl-1H-pyrazole-3-carboxylic acid ethyl ester (prepared as described in Procedure 41 using 3-cyano-3-methyl-2-oxopropanoic acid ethyl ester (U.S. Pat. No. 4,6526,69) and methylhydrazine hydrochloride) in place of compound 20, was coupled to 2-(3,4,5,6-tetrahydro-2H-[1,4′]bipyridin-4-yl)ethylamine (prepared as described in Procedure 14) using the method of Procedure 10.